This data is from the Open Reaction Database (ORD), a public repository of structured organic reaction records. The task is: describe an organic reaction: reactants, conditions, products, and yield Starting materials: 5-propoxypyridine-2-carboxyaldehyde, Cl.NC=1C=C(C(=N)N)C=CC1N (3,4-diaminobenzamidine hydrochloride), [N+](=O)([O-])C1=CC=CC=C1 (nitrobenzene), C(C)#N.CCOCC (acetonitrile ether). Yields the product C(CC)OC=1C=CC(=NC1)C1=NC2=C(N1)C=CC(=C2)C(=N)N (2-(5-propyloxypyridin-2-yl]-1H-benzimidazole-5-carboxamidine). As a reaction SMILES: Cl.[NH2:2][C:3]1[CH:4]=[C:5]([CH:9]=[CH:10][C:11]=1[NH2:12])[C:6]([NH2:8])=[NH:7].[N+:13]([C:16]1[CH:21]=[CH:20][CH:19]=[CH:18][CH:17]=1)([O-])=O.[C:22](#N)[CH3:23].C[CH2:26][O:27]CC>>[CH2:26]([O:27][C:21]1[CH:20]=[CH:19][C:18]([C:17]2[NH:12][C:11]3[CH:10]=[CH:9][C:5]([C:6]([NH2:8])=[NH:7])=[CH:4][C:3]=3[N:2]=2)=[N:13][CH:16]=1)[CH2:22][CH3:23] |f:0.1,3.4|. Procedure: A mixture comprising 5-propoxypyridine-2-carboxyaldehyde (0.19 g, 1.15 mmol), 3,4-diaminobenzamidine hydrochloride (0.21 g, 1.15 mmol) and nitrobenzene (2 mL) was heated at 150° C. for 15 hours, cooled and then diluted with 1:1 acetonitrile/ether (50 mL) to give a precipitate. The precipitate was isolated by filtration and purified by HPLC to provide 2-(5-propyloxypyridin-2-yl]-1H-benzimidazole-5-carboxamidine. 1H-NMR (300 Mhz, CD3OD): 1.1 (t, 3H), 2.0 (m, 2H), 4.5 (t, 2H), 7.75 (m, 1H), 7.86 (m... The reactants are CCOC(=O)c1csc(S)n1, [Cl-], [Cl-], N, [NH4+], [Na+], C1CCOC1. Product: NC(=O)c1csc(S)n1. RXN SMILES: [CH2:1]([O:3][C:4](=[O:2])[c:6]1[n:7][c:8]([SH:11])[s:9][cH:10]1)[CH3:5].[Cl-:12].[Cl-:20].[NH3:21].[NH4+:13].[Na+:19].[O:14]1[CH2:15][CH2:16][CH2:17][CH2:18]1>>[O:3]=[C:4]([c:6]1[n:7][c:8]([SH:11])[s:9][cH:10]1)[NH2:13]. Starting materials: ClC=1C(=NC2=CC=C(C=C2N1)C(=O)OC)C1=CC=CC=C1 (methyl 3-chloro-2-phenylquinoxaline-6-carboxylate), COC1=CC=C(C=C1)C1CCNCC1 (4-(4-methoxyphenyl)piperidine), CCN(C(C)C)C(C)C (DIEA). Solvent: CN(C)C=O (DMF). Reaction conditions: temperature 100 celsius, time 8 hour. Yields the product COC1=CC=C(C=C1)C1CCN(CC1)C=1C(=NC2=CC=C(C=C2N1)C(=O)OC)C1=CC=CC=C1 (methyl 3-(4-(4-methoxyphenyl)piperidin-1-yl)-2-phenylquinoxaline-6-carboxylate). The yield is 79.2%. RXN SMILES: Cl[C:2]1[C:3]([C:16]2[CH:21]=[CH:20][CH:19]=[CH:18][CH:17]=2)=[N:4][C:5]2[C:10]([N:11]=1)=[CH:9][C:8]([C:12]([O:14][CH3:15])=[O:13])=[CH:7][CH:6]=2.[CH3:22][O:23][C:24]1[CH:29]=[CH:28][C:27]([CH:30]2[CH2:35][CH2:34][NH:33][CH2:32][CH2:31]2)=[CH:26][CH:25]=1.CCN(C(C)C)C(C)C>CN(C=O)C>[CH3:22][O:23][C:24]1[CH:25]=[CH:26][C:27]([CH:30]2[CH2:35][CH2:34][N:33]([C:2]3[C:3]([C:16]4[CH:21]=[CH:20][CH:19]=[CH:18][CH:17]=4)=[N:4][C:5]4[C:10]([N:11]=3)=[CH:9][C:8]([C:12]([O:14][CH3:15])=[O:13])=[CH:7][CH:6]=4)[CH2:32][CH2:31]2)=[CH:28][CH:29]=1. Reported procedure: A solution of methyl 3-chloro-2-phenylquinoxaline-6-carboxylate (150 mg, 0.50 mmol, 1.00 equiv), 4-(4-methoxyphenyl)piperidine (191 mg, 1.00 mmol, 2.00 equiv), and DIEA (194.8 mg, 1.51 mmol, 5.00 equiv) in DMF (4 mL) was placed in an 8-mL sealed tube and stirred overnight at 100° C. in an oil bath. The reaction was then quenched by the addition of water, and the resulting mixture was concentrated under vacuum. Purification via silica gel column (ethyl acetate/petroleum ether (1:50)) yielded 179.... The reactants are CC1=C(SC=2C1=NC=CC2)C(=O)OCC (ethyl 3-methylthieno[3,2-b]pyridine-2-carboxylate), [Cl-].[Ca+2].[Cl-] (calcium chloride), [Cl-].[NH4+] (ammonium chloride), solution, [BH4-].[Na+] (sodium borohydride). The reagents and catalysts are [O-2].[O-2].[Mn+4] (manganese dioxide). Run in O1CCCC1 (tetrahydrofuran), C(C)O (ethanol), O1CCCC1 (tetrahydrofuran). Conditions: time 5 hour. The product is CC1=C(SC=2C1=NC=CC2)C=O (3-methylthieno[3,2-b]pyridine-2-carbaldehyde). Isolated yield 93.2%. As a reaction SMILES: [CH3:1][C:2]1[C:6]2=[N:7][CH:8]=[CH:9][CH:10]=[C:5]2[S:4][C:3]=1[C:11](OCC)=[O:12].[Cl-].[Ca+2].[Cl-].[BH4-].[Na+].[Cl-].[NH4+]>O1CCCC1.[O-2].[O-2].[Mn+4].C(O)C>[CH3:1][C:2]1[C:6]2=[N:7][CH:8]=[CH:9][CH:10]=[C:5]2[S:4][C:3]=1[CH:11]=[O:12] |f:1.2.3,4.5,6.7,9.10.11|. Reported procedure: To a mixture of ethyl 3-methylthieno[3,2-b]pyridine-2-carboxylate (3.00 g) synthesized above, calcium chloride (3.02 g), ethanol (30 mL) and tetrahydrofuran (30 mL) was added sodium borohydride (2.06 g) at 0° C., and the mixture was stirred at room temperature for 5 hr. Saturated aqueous ammonium chloride solution was added to quench the reaction, and the reaction mixture was extracted with ethyl acetate. The extract was washed with saturated brine, dried over magnesium sulfate, and concentrated... Starting materials: C1COCCO1, COC(=O)c1cnc(-c2ccc(C)nc2)c(Cl)c1, O=[Se]=O. Yields the product COC(=O)c1cnc(-c2ccc(C=O)nc2)c(Cl)c1. RXN SMILES: [CH2:22]1[O:23][CH2:24][CH2:25][O:26][CH2:27]1.[CH3:1][O:2][C:3](=[O:4])[c:5]1[cH:6][c:7]([Cl:18])[c:8](-[c:11]2[cH:12][n:13][c:14]([CH3:17])[cH:15][cH:16]2)[n:9][cH:10]1.[Se:19](=[O:20])=[O:21]>>[CH3:1][O:2][C:3](=[O:4])[c:5]1[cH:6][c:7]([Cl:18])[c:8](-[c:11]2[cH:12][n:13][c:14]([CH:17]=[O:20])[cH:15][cH:16]2)[n:9][cH:10]1. The reactants are C(C1=CC=CC=C1)N1CC2=CC=C(C=C2C1)C1(COCC1)O (3-(2-benzyl-2,3-dihydro-1H-isoindol-5-yl)-tetrahydro-furan-3-ol), CS(=O)(=O)Cl (methanesulfonyl chloride), C1CCC2=NCCCN2CC1 (DBU). Yields the product C(C1=CC=CC=C1)N1CC2=CC=C(C=C2C1)C=1COCC1 (2-Benzyl-5-(2,5-dihydro-furan-3-yl)-2,3-dihydro-1H-isoindole). Reaction SMILES: [CH2:1]([N:8]1[CH2:16][C:15]2[C:10](=[CH:11][CH:12]=[C:13]([C:17]3(O)[CH2:21][CH2:20][O:19][CH2:18]3)[CH:14]=2)[CH2:9]1)[C:2]1[CH:7]=[CH:6][CH:5]=[CH:4][CH:3]=1.CS(Cl)(=O)=O.C1CCN2C(=NCCC2)CC1>C(N(CC)CC)C>[CH2:1]([N:8]1[CH2:16][C:15]2[C:10](=[CH:11][CH:12]=[C:13]([C:17]3[CH2:18][O:19][CH2:20][CH:21]=3)[CH:14]=2)[CH2:9]1)[C:2]1[CH:3]=[CH:4][CH:5]=[CH:6][CH:7]=1. Procedure: Prepared in analogy to Example A65(a) from 3-(2-benzyl-2,3-dihydro-1H-isoindol-5-yl)-tetrahydro-furan-3-ol (Example A66(a)) and methanesulfonyl chloride, triethylamine, and DBU. Brown solid. MS (m/e): 278.0 ([M+H]+, 100%). Run in C(C)N(CC)CC (triethylamine).